This data is from the Open Reaction Database (ORD), a public repository of structured organic reaction records. The task is: describe an organic reaction: reactants, conditions, products, and yield The reactants are Nc1ccc2nc(NC3CCc4ccccc43)ccc2c1, O=S1(=O)CCN(S(=O)(=O)Cl)CC1. The product is O=S1(=O)CCN(S(=O)(=O)Nc2ccc3nc(NC4CCc5ccccc54)ccc3c2)CC1. RXN SMILES: [CH:13]1([NH:22][c:23]2[n:24][c:25]3[cH:26][cH:27][c:28]([NH2:33])[cH:29][c:30]3[cH:31][cH:32]2)[CH2:14][CH2:15][c:16]2[cH:17][cH:18][cH:19][cH:20][c:21]21.[O:1]=[S:2]1(=[O:12])[CH2:3][CH2:4][N:5]([S:8](=[O:9])(=[O:10])[Cl:11])[CH2:6][CH2:7]1>>[O:1]=[S:2]1(=[O:12])[CH2:3][CH2:4][N:5]([S:8](=[O:9])(=[O:10])[NH:33][c:28]2[cH:27][cH:26][c:25]3[n:24][c:23]([NH:22][CH:13]4[CH2:14][CH2:15][c:16]5[cH:17][cH:18][cH:19][cH:20][c:21]54)[cH:32][cH:31][c:30]3[cH:29]2)[CH2:6][CH2:7]1. Starting materials: O1[C@@H](C1)CN1C(C=2C(C1=O)=CC=CC2)=O (N-[(2R)-oxiran-2-ylmethyl]-phthalimide), SC=1SC2=C(N1)C=CC=C2 (2-mercaptobenzothiazole). Run in CCO (EtOH). The product is S1C(=NC2=C1C=CC=C2)SC[C@@H](CN2C(C=1C(C2=O)=CC=CC1)=O)O (N-[(2R)-3-(1,3-benzothiazol-2-ylthio)-2-hydroxypropyl]-phthalimide). Isolated yield 58.4%. RXN SMILES: [O:1]1[CH2:3][C@H:2]1[CH2:4][N:5]1[C:9](=[O:10])[C:8]2=[CH:11][CH:12]=[CH:13][CH:14]=[C:7]2[C:6]1=[O:15].[SH:16][C:17]1[S:18][C:19]2[CH:25]=[CH:24][CH:23]=[CH:22][C:20]=2[N:21]=1>CCO>[S:18]1[C:19]2[CH:25]=[CH:24][CH:23]=[CH:22][C:20]=2[N:21]=[C:17]1[S:16][CH2:3][C@H:2]([OH:1])[CH2:4][N:5]1[C:9](=[O:10])[C:8]2=[CH:11][CH:12]=[CH:13][CH:14]=[C:7]2[C:6]1=[O:15]. Procedure: A suspension of compound N-[(2R)-oxiran-2-ylmethyl]-phthalimide (21.1 g, 104 mmol) and 2-mercaptobenzothiazole (17.4 g, 104 mmol) in EtOH (600 mL) was heated to reflux for 16.5 h. The reaction was then cooled and concentrated under reduced pressure. The crude mixture was crystallized from ethanol and filtered to provide N-[(2R)-3-(1,3-benzothiazol-2-ylthio)-2-hydroxypropyl]-phthalimide (22.5 g, 59%) as a yellow solid. Data for N-[(2R)-3-(1,3-benzothiazol-2-ylthio)-2-hydroxypropyl]-phthalimide: 1... The reactants are C([O-])([O-])=O.[Na+].[Na+] (sodium carbonate), C=CC=C (butadiene), 11, ClCOC(C)C (chloromethyl-isopropylether), C1=CC=CC=C1 (benzene). Reagents/catalysts: [Cl-].[Zn+2].[Cl-] (zinc chloride). Reaction conditions: time 1 hour. The product is ClCC=CCCOC(C)C (1-Chloro-5-isopropoxy-2-pentene). As a reaction SMILES: [CH2:1]=[CH:2][CH:3]=[CH2:4].[Cl:5]COC(C)C.[C:11](=[O:14])([O-])[O-].[Na+].[Na+].[CH:17]1[CH:22]=CC=C[CH:18]=1>[Cl-].[Zn+2].[Cl-]>[Cl:5][CH2:1][CH:2]=[CH:3][CH2:4][CH2:11][O:14][CH:17]([CH3:22])[CH3:18] |f:2.3.4,6.7.8|. Procedure details: 13 g (0.24 mol) of butadiene are introduced at 10°-15° during the course of 11/2 hours and while stirring into a suspension of 0.8 g of newly melted zinc chloride in 21.7 g (0.2 mol) of chloromethyl-isopropylether. The mixture which has now turned yellow is stirred at 10° for 1 hour. After this period 20 cc of 10% sodium carbonate solution are added dropwise, 100 cc of benzene are added and the aqueous phase is separated in a separatory funnel. The benzene solution is washed with 10% sodium carb... Reactants: C(C)(C)(C)OC(C(=O)OC)C=1C(=C2C(=NC1C)NC=C2)C=2C=C1CCCOC1=CC2 (methyl 2-(tert-butoxy)-2-(4-(chroman-6-yl)-6-methyl-1H-pyrrolo[2,3-b]pyridin-5-yl)acetate), FC1=C(CBr)C=CC(=C1)C(F)(F)F (2-fluoro-4-(trifluoromethyl)benzyl bromide). Yields the product C(C)(C)(C)OC(C(=O)O)C=1C(=C2C(=NC1C)N(C=C2)CC2=C(C=C(C=C2)C(F)(F)F)F)C=2C=C1CCCOC1=CC2 (2-(tert-butoxy)-2-(4-(chroman-6-yl)-1-(2-fluoro-4-(trifluoromethyl)benzyl)-6-methyl-1H-pyrrolo[2,3-b]pyridin-5-yl)acetic acid). As a reaction SMILES: [C:1]([O:5][CH:6]([C:11]1[C:12]([C:21]2[CH:22]=[C:23]3[C:28](=[CH:29][CH:30]=2)[O:27][CH2:26][CH2:25][CH2:24]3)=[C:13]2[CH:20]=[CH:19][NH:18][C:14]2=[N:15][C:16]=1[CH3:17])[C:7]([O:9]C)=[O:8])([CH3:4])([CH3:3])[CH3:2].[F:31][C:32]1[CH:39]=[C:38]([C:40]([F:43])([F:42])[F:41])[CH:37]=[CH:36][C:33]=1[CH2:34]Br>>[C:1]([O:5][CH:6]([C:11]1[C:12]([C:21]2[CH:22]=[C:23]3[C:28](=[CH:29][CH:30]=2)[O:27][CH2:26][CH2:25][CH2:24]3)=[C:13]2[CH:20]=[CH:19][N:18]([CH2:34][C:33]3[CH:36]=[CH:37][C:38]([C:40]([F:41])([F:43])[F:42])=[CH:39][C:32]=3[F:31])[C:14]2=[N:15][C:16]=1[CH3:17])[C:7]([OH:9])=[O:8])([CH3:2])([CH3:3])[CH3:4]. Procedure details: The title compound was prepared in a manner similar to that described in Example 27, Step H from methyl 2-(tert-butoxy)-2-(4-(chroman-6-yl)-6-methyl-1H-pyrrolo[2,3-b]pyridin-5-yl)acetate and 2-fluoro-4-(trifluoromethyl)benzyl bromide. 1H NMR (400 MHz, CHLOROFORM-d) δ ppm 7.49-7.41 (m, 1 H), 7.39-7.28 (m, 3 H), 7.25-7.18 (m, 1 H), 7.14-7.10 (m, 1 H), 6.93 (dd, J=3.9, 8.4 Hz, 1 H), 6.29 (dd, J=3.5, 12.1 Hz, 1 H), 5.70-5.62 (m, 1 H), 5.62-5.52 (m, 2 H), 4.33-4.25 (m, 2 H), 2.96-2.77 (m, 2 H), 2.73 ... Starting materials: O=c1[nH]cc(F)c(=O)[nH]1, C1COCCO1, S=P12SP3(=S)SP(=S)(S1)SP(=S)(S2)S3, c1ccncc1. The product is O=c1[nH]cc(F)c(=S)[nH]1. RXN SMILES: [F:1][c:2]1[c:3](=[O:9])[nH:4][c:5](=[O:8])[nH:6][cH:7]1.[O:24]1[CH2:25][CH2:26][O:27][CH2:28][CH2:29]1.[P:10]12(=[S:11])[S:12][P:13]3(=[S:23])[S:14][P:15](=[S:21])([S:16][P:17](=[S:20])([S:18]3)[S:19]1)[S:22]2.[cH:30]1[cH:31][cH:32][n:33][cH:34][cH:35]1>>[F:1][c:2]1[c:3](=[S:11])[nH:4][c:5](=[O:8])[nH:6][cH:7]1.